This data is from the Open Reaction Database (ORD), a public repository of structured organic reaction records. The task is: describe an organic reaction: reactants, conditions, products, and yield Starting materials: CCO, COC(=O)c1ccc(C2=NOC(c3cc(Cl)cc(Cl)c3)(C(F)(F)F)C2)cc1C(C)(C)N, Cl, [K+], [OH-], O. The product is CC(C)(N)c1cc(C2=NOC(c3cc(Cl)cc(Cl)c3)(C(F)(F)F)C2)ccc1C(=O)O. RXN SMILES: [CH3:35][CH2:36][OH:37].[Cl:1][c:2]1[cH:3][c:4]([C:9]2([C:28]([F:29])([F:30])[F:31])[CH2:10][C:11]([c:14]3[cH:15][c:16]([C:24]([NH2:25])([CH3:26])[CH3:27])[c:17]([C:18](=[O:19])[O:20][CH3:21])[cH:22][cH:23]3)=[N:12][O:13]2)[cH:5][c:6]([Cl:8])[cH:7]1.[ClH:34].[K+:33].[OH-:32].[OH2:38]>>[Cl:1][c:2]1[cH:3][c:4]([C:9]2([C:28]([F:29])([F:30])[F:31])[CH2:10][C:11]([c:14]3[cH:15][c:16]([C:24]([NH2:25])([CH3:26])[CH3:27])[c:17]([C:18](=[O:19])[OH:20])[cH:22][cH:23]3)=[N:12][O:13]2)[cH:5][c:6]([Cl:8])[cH:7]1. The reactants are FC1=CC=C(C2=CC=CC=C12)C1=CCC(CC1)N1CCN(CC1)CC1=CC=CC=C1 (1-[4-(4-fluoro-1-naphthalenyl)-3-cyclohexen-1-yl]-4-(phenylmethyl)piperazine). Reagents/catalysts: [Pt]=O (platinum oxide). Solvent: C(C)(=O)O (acetic acid). Yields the product FC1=CC=C(C2=CC=CC=C12)[C@@H]1CC[C@H](CC1)N1CCN(CC1)CC1=CC=CC=C1 (trans 1-[4-(4-fluoro-1-naphthalenyl)-1-cyclohexyl]-4-(phenylmethyl)piperazine). Reaction SMILES: [F:1][C:2]1[C:11]2[C:6](=[CH:7][CH:8]=[CH:9][CH:10]=2)[C:5]([C:12]2[CH2:17][CH2:16][CH:15]([N:18]3[CH2:23][CH2:22][N:21]([CH2:24][C:25]4[CH:30]=[CH:29][CH:28]=[CH:27][CH:26]=4)[CH2:20][CH2:19]3)[CH2:14][CH:13]=2)=[CH:4][CH:3]=1>C(O)(=O)C.[Pt]=O>[F:1][C:2]1[C:11]2[C:6](=[CH:7][CH:8]=[CH:9][CH:10]=2)[C:5]([C@H:12]2[CH2:13][CH2:14][C@H:15]([N:18]3[CH2:19][CH2:20][N:21]([CH2:24][C:25]4[CH:26]=[CH:27][CH:28]=[CH:29][CH:30]=4)[CH2:22][CH2:23]3)[CH2:16][CH2:17]2)=[CH:4][CH:3]=1. Reported procedure: A mixture of platinum oxide (0.1 g) and 1-[4-(4-fluoro-1-naphthalenyl)-3-cyclohexen-1-yl]-4-(phenylmethyl)piperazine (1.1 g, 2.7 mmole) was hydrogenated for 13 hr in 20 ml acetic acid. The catalyst was removed and the solution concentrated in vacuo. The residue was suspended in water and the mixture basified with potassium carbonate. The mixture was extracted with ether, the extracts were dried over sodium sulfate and the solution concentrated in vacuo. The residue was purified by chromatography...